From a dataset of the Open Reaction Database (ORD), a public repository of structured organic reaction records. describe an organic reaction: reactants, conditions, products, and yield Reactants: OC(COC=1C=C(C(=O)O)C=C(C1OC1=CC(=CC=C1)OC)NS(=O)(=O)C1=CC=C(C=C1)OC)CO (3-(2,3-dihydroxy-propoxy)-5-(4-methoxy-benzenesulphonylamino)-4-(3-methoxy-phenoxy)-benzoic acid), NC1=CC=CC=C1 (aniline). The product is OC(COC=1C=C(C(=O)NC2=CC=CC=C2)C=C(C1OC1=CC(=CC=C1)OC)NS(=O)(=O)C1=CC=C(C=C1)OC)CO (3-(2,3-dihydroxy-propoxy)-5-(4-methoxy-benzenesulphonylamino)-4-(3-methoxy-phenoxy)-N-phenyl-benzamide). Reaction SMILES: [OH:1][CH:2]([CH2:35][OH:36])[CH2:3][O:4][C:5]1[CH:6]=[C:7]([CH:11]=[C:12]([NH:23][S:24]([C:27]2[CH:32]=[CH:31][C:30]([O:33][CH3:34])=[CH:29][CH:28]=2)(=[O:26])=[O:25])[C:13]=1[O:14][C:15]1[CH:20]=[CH:19][CH:18]=[C:17]([O:21][CH3:22])[CH:16]=1)[C:8](O)=[O:9].[NH2:37][C:38]1[CH:43]=[CH:42][CH:41]=[CH:40][CH:39]=1>>[OH:1][CH:2]([CH2:35][OH:36])[CH2:3][O:4][C:5]1[CH:6]=[C:7]([CH:11]=[C:12]([NH:23][S:24]([C:27]2[CH:28]=[CH:29][C:30]([O:33][CH3:34])=[CH:31][CH:32]=2)(=[O:26])=[O:25])[C:13]=1[O:14][C:15]1[CH:20]=[CH:19][CH:18]=[C:17]([O:21][CH3:22])[CH:16]=1)[C:8]([NH:37][C:38]1[CH:43]=[CH:42][CH:41]=[CH:40][CH:39]=1)=[O:9]. Procedure: In analogy to Example 121, by coupling 3-(2,3-dihydroxy-propoxy)-5-(4-methoxy-benzenesulphonylamino)-4-(3-methoxy-phenoxy)-benzoic acid with aniline there was obtained 3-(2,3-dihydroxy-propoxy)-5-(4-methoxy-benzenesulphonylamino)-4-(3-methoxy-phenoxy)-N-phenyl-benzamide as a foam. The reactants are COC(\C=C\C1=CC=2C(C=C1)=NC1=C3C2C=CC=C3N(C=3C=CC=CC13)C)=O ((E)-3-(8-Methyl-8H-quino[4,3,2-kl]acridin-3-yl)-acrylic acid methyl ester), COC(\C=C\C1=CC=2C(C=C1)=NC1=C3C2C=CC=C3N(C=3C=CC=CC13)C)=O ((E)-3-(8-Methyl-8H-quino[4,3,2-kl]acridin-3-yl)acrylic acid methyl ester), [H][H] (hydrogen). Reagents/catalysts: [Pd] (palladium on carbon). Solvent: C(C)(=O)OCC (ethyl acetate). Product: COC(CCC1=CC=2C(C=C1)=NC1=C3C2C=CC=C3N(C=3C=CC=CC13)C)=O (3-(8-Methyl-8H-quino[4,3,2-kl]acridin-3-yl)propionic acid methyl ester). Yield: 70.0%. As a reaction SMILES: [CH3:1][O:2][C:3](=[O:28])/[CH:4]=[CH:5]/[C:6]1[CH:11]=[CH:10][C:9]2=[N:12][C:13]3[C:26]4[CH:25]=[CH:24][CH:23]=[CH:22][C:21]=4[N:20]([CH3:27])[C:19]4[C:14]=3[C:15]([CH:16]=[CH:17][CH:18]=4)=[C:8]2[CH:7]=1.[H][H]>C(OCC)(=O)C.[Pd]>[CH3:1][O:2][C:3](=[O:28])[CH2:4][CH2:5][C:6]1[CH:11]=[CH:10][C:9]2=[N:12][C:13]3[C:26]4[CH:25]=[CH:24][CH:23]=[CH:22][C:21]=4[N:20]([CH3:27])[C:19]4[C:14]=3[C:15]([CH:16]=[CH:17][CH:18]=4)=[C:8]2[CH:7]=1. Procedure: (Method N) (E)-3-(8-Methyl-8H-quino[4,3,2-kl]acridin-3-yl)-acrylic acid methyl ester, 40 (50 mg, 0.14 mmol) was suspended in ethyl acetate (150 mL) and shaken under pressure of hydrogen (40 psi) with 10% palladium on carbon (100 mg) for 2 days. The mixture was filtered through celite, the solvent evaporated under reduced pressure, the product adsorbed onto silica and purified by column chromatography (1:4 EtOAc:hexane) to give the title compound (36 mg, 0.098 mmol, 70%). Reactants: CO, CCC(=O)N(c1ccccc1)C1CCN(Cc2ccccc2)CC1OC. The product is CCC(=O)N(c1ccccc1)C1CCNCC1OC. As a reaction SMILES: [CH3:27][OH:28].[c:1]1([N:7]([C:8]([CH2:9][CH3:10])=[O:11])[CH:12]2[CH:13]([O:25][CH3:26])[CH2:14][N:15]([CH2:18][c:19]3[cH:20][cH:21][cH:22][cH:23][cH:24]3)[CH2:16][CH2:17]2)[cH:2][cH:3][cH:4][cH:5][cH:6]1>>[c:1]1([N:7]([C:8]([CH2:9][CH3:10])=[O:11])[CH:12]2[CH:13]([O:25][CH3:26])[CH2:14][NH:15][CH2:16][CH2:17]2)[cH:2][cH:3][cH:4][cH:5][cH:6]1. Starting materials: O (water), CCCC[Sn](CCCC)(CCCC)O[Sn](CCCC)(CCCC)CCCC (bis(tributyltin) oxide), CN(C)CC1=C(C=CC=C1)O (2-dimethylaminomethyl phenol). Run in C1=CC=CC=C1 (benzene). Product: CN(C)CC1=C(C=CC=C1)CCCC[Sn](CCCC)(CCCC)O[Sn](CCCC)(CCCC)CCCCC1=C(C=CC=C1)CN(C)C (2-(Dimethylaminomethyl)phenyltributylstannyl Ether), yellow liquid. As a reaction SMILES: [CH3:1][CH2:2][CH2:3][CH2:4][Sn:5]([O:14][Sn:15]([CH2:24][CH2:25][CH2:26][CH3:27])([CH2:20][CH2:21][CH2:22][CH3:23])[CH2:16][CH2:17][CH2:18][CH3:19])([CH2:10][CH2:11][CH2:12][CH3:13])[CH2:6][CH2:7][CH2:8][CH3:9].[CH3:28][N:29]([CH2:31][C:32]1[CH:37]=[CH:36][CH:35]=[CH:34][C:33]=1O)[CH3:30].O>C1C=CC=CC=1>[CH3:28][N:29]([CH2:31][C:32]1[CH:37]=[CH:36][CH:35]=[CH:34][C:33]=1[CH2:23][CH2:22][CH2:21][CH2:20][Sn:15]([O:14][Sn:5]([CH2:10][CH2:11][CH2:12][CH2:13][C:33]1[CH:34]=[CH:35][CH:36]=[CH:37][C:32]=1[CH2:31][N:29]([CH3:30])[CH3:28])([CH2:6][CH2:7][CH2:8][CH3:9])[CH2:4][CH2:3][CH2:2][CH3:1])([CH2:16][CH2:17][CH2:18][CH3:19])[CH2:24][CH2:25][CH2:26][CH3:27])[CH3:30]. Procedure details: 2-(Dimethylaminomethyl)phenyltributylstannyl Ether is prepared as follows: 59.6 gm (0.1 mole) bis(tributyltin) oxide and 30.0 gm (0.2 mole) 2-dimethylaminomethyl phenol (as just prepared) are placed in 200 ml benzene. This is slowly heated to reflux in a system equipped with a Dean-Starke tube. After about 30 minutes water began to separate in the Dean-Starke tube. After 72 hours at reflux 1.9 ml of water had separated (theory 1.8 ml). A clear straw colored reaction mixture resulted and benzene ... The reactants are CC(C)C(C#Cc1ccccc1)N1CCC(=O)CC1, [Cl-], [NH4+]. The product is CC(C)C(N)C#Cc1ccccc1. RXN SMILES: [CH3:1][CH:2]([CH:3]([C:4]#[C:5][c:6]1[cH:7][cH:8][cH:9][cH:10][cH:11]1)[N:12]1[CH2:13][CH2:14][C:15](=[O:16])[CH2:17][CH2:18]1)[CH3:19].[Cl-:20].[NH4+:21]>>[CH3:1][CH:2]([CH:3]([C:4]#[C:5][c:6]1[cH:7][cH:8][cH:9][cH:10][cH:11]1)[NH2:12])[CH3:19]. The reactants are Cl(=O)(=O)(=O)[O-].C(C)C1CCC[N+]=2CCC3=C(C12)NC1=CC=CC=C13 (1-ethyl-2,3,4,6,7,12-hexahydro-indolo(2,3 -a)quinolizinium perchlorate), ClCCl (dichloromethane), [OH-].[Na+] (sodium hydroxide). The solvent is O (water). Reaction conditions: time 2 day. Yields the product C(C)C1(CCCN2CCC=3C(=C12)N=C1C=CC=CC13)C(C#N)C ((1-ethyl-1,2,3,4,6,7-hexahydro-indolo[2,3-a]quinolizin-1-yl)-propionitrile). Yield: 79.4%. Reaction SMILES: Cl([O-])(=O)(=O)=O.[CH2:6]([CH:8]1[C:17]2[C:16]3[NH:18][C:19]4[C:24]([C:15]=3[CH2:14][CH2:13][N+:12]=2[CH2:11][CH2:10][CH2:9]1)=[CH:23][CH:22]=[CH:21][CH:20]=4)[CH3:7].ClCCl.[OH-].[Na+]>O>[CH2:6]([C:8]1([CH:10]([CH3:9])[C:11]#[N:12])[C:17]2[N:12]([CH2:13][CH2:14][C:15]3[C:16]=2[N:18]=[C:19]2[C:24]=3[CH:23]=[CH:22][CH:21]=[CH:20]2)[CH2:11][CH2:10][CH2:9]1)[CH3:7] |f:0.1,3.4|. Procedure: 10.0 g. (28.5 mmoles) of 1-ethyl-2,3,4,6,7,12-hexahydro-indolo(2,3 -a)quinolizinium perchlorate are dissolved in 100 ml. of dichloromethane, and 75 ml. of distilled water and 20 ml. of 2 n sodium hydroxide are added to the solution under constant stirring in argon atmosphere. The reaction mixture is stirred for 10 minutes, thereafter the organic phase is separated and dried over anhydrous potassium carbonate. The drying agent is filtered off, 10 ml. (142 mmoles) of freshly distilled acrylonitril... Reactants: ClCCl, [Na+], [OH-], CC(C)c1cc(C#N)cc2nc(-c3ccc(C(O)C#CC4CCN(c5ccc(C(F)(F)F)cn5)CC4)cc3)oc12. The product is CC(C)c1cc(C#N)cc2nc(-c3ccc(C(=O)C#CC4CCN(c5ccc(C(F)(F)F)cn5)CC4)cc3)oc12. Reaction SMILES: [Cl:43][CH2:44][Cl:45].[Na+:42].[OH-:41].[OH:1][CH:2]([C:3]#[C:4][CH:5]1[CH2:6][CH2:7][N:8]([c:11]2[n:12][cH:13][c:14]([C:17]([F:18])([F:19])[F:20])[cH:15][cH:16]2)[CH2:9][CH2:10]1)[c:21]1[cH:22][cH:23][c:24](-[c:27]2[o:28][c:29]3[c:30]([n:31]2)[cH:32][c:33]([C:39]#[N:40])[cH:34][c:35]3[CH:36]([CH3:37])[CH3:38])[cH:25][cH:26]1>>[O:1]=[C:2]([C:3]#[C:4][CH:5]1[CH2:6][CH2:7][N:8]([c:11]2[n:12][cH:13][c:14]([C:17]([F:18])([F:19])[F:20])[cH:15][cH:16]2)[CH2:9][CH2:10]1)[c:21]1[cH:22][cH:23][c:24](-[c:27]2[o:28][c:29]3[c:30]([n:31]2)[cH:32][c:33]([C:39]#[N:40])[cH:34][c:35]3[CH:36]([CH3:37])[CH3:38])[cH:25][cH:26]1. Starting materials: N1=CC(=CC=C1)S(=O)(=O)O (3-pyridinesulfonic acid), P(Cl)(Cl)(Cl)(Cl)Cl (phosphorous pentachloride), P(=O)(Cl)(Cl)Cl (phosphoryl chloride). Reaction conditions: temperature 130 celsius, time 3.5 hour. Product: Cl.N1=CC(=CC=C1)S(=O)(=O)Cl (3-pyridinesulfonyl chloride hydrochloride). Reaction SMILES: [N:1]1[CH:6]=[CH:5][CH:4]=[C:3]([S:7]([OH:10])(=O)=[O:8])[CH:2]=1.P(Cl)(Cl)(Cl)(Cl)[Cl:12].P(Cl)(Cl)([Cl:19])=O>>[ClH:12].[N:1]1[CH:6]=[CH:5][CH:4]=[C:3]([S:7]([Cl:19])(=[O:10])=[O:8])[CH:2]=1 |f:3.4|. Reported procedure: A mixture of 3-pyridinesulfonic acid (10.0 g), phosphorous pentachloride (13.1 g) and phosphoryl chloride (10.0 ml) was stirred at 130° C. for 3.5 hours. The solution was evaporated and diluted with acetone. The solution was evaporated and poured into water (200 ml) and isopropyl ether (400 ml). The organic layer was separated, washed with brine twice, saturated sodium bicarbonate aqueous solution and brine and dried over magnesium sulfate. The solution was evaporated, covered with hexane (20 ml... Reactants: N1CC(CC1)O (pyrrolidin-3-ol), CCN(C(C)C)C(C)C (DIPEA), ClC(Cl)(OC(OC(Cl)(Cl)Cl)=O)Cl (triphosgene). Solvent: C1CCOC1 (THF). Reaction conditions: temperature 0 celsius, time 2 hour. Product: OC1CN(CC1)C(=O)Cl (3-Hydroxypyrrolidine-1-carbonyl Chloride). Reaction SMILES: [NH:1]1[CH2:5][CH2:4][CH:3]([OH:6])[CH2:2]1.CCN(C(C)C)C(C)C.[Cl:16][C:17](Cl)([O:19]C(=O)OC(Cl)(Cl)Cl)Cl>C1COCC1>[OH:6][CH:3]1[CH2:4][CH2:5][N:1]([C:17]([Cl:16])=[O:19])[CH2:2]1. Procedure details: To a solution of pyrrolidin-3-ol (0.083 g, 0.955 mmol) in dry THF (5 mL) was added DIPEA (0.3 mL, 1.91 mmol) and cooled 0° C. To the resulting mixture was added triphosgene (0.127 g, 0.429 mmol) and the mixture was stirred for 2 h at an ambient temperature. Reactants: CO, NC1=NC2(CO1)c1cc(-c3cccnc3)ccc1Oc1cnc(Cl)cc12. Yields the product NC1=NC2(CO1)c1ccncc1Oc1ccc(-c3cccnc3)cc12. Reaction SMILES: [CH3:27][OH:28].[Cl:1][c:2]1[cH:3][c:4]2[c:5]([cH:6][n:7]1)[O:8][c:9]1[cH:10][cH:11][c:12](-[c:21]3[cH:22][n:23][cH:24][cH:25][cH:26]3)[cH:13][c:14]1[C:15]21[N:16]=[C:17]([NH2:20])[O:18][CH2:19]1>>[cH:2]1[cH:3][c:4]2[c:5]([cH:6][n:7]1)[O:8][c:9]1[cH:10][cH:11][c:12](-[c:21]3[cH:22][n:23][cH:24][cH:25][cH:26]3)[cH:13][c:14]1[C:15]21[N:16]=[C:17]([NH2:20])[O:18][CH2:19]1.